This data is from the Open Reaction Database (ORD), a public repository of structured organic reaction records. The task is: describe an organic reaction: reactants, conditions, products, and yield Reactants: C1CCOC1, [Li]CCCC, CC(=O)OC(C)=O, CCCCn1cnc(-c2ccccc2)c1CN(Cc1ccc2c(c1)OCO2)Cc1ccc2c(c1)OCO2. Product: CCCCn1c(C(C)=O)nc(-c2ccccc2)c1CN(Cc1ccc2c(c1)OCO2)Cc1ccc2c(c1)OCO2. As a reaction SMILES: [CH2:50]1[O:51][CH2:52][CH2:53][CH2:54]1.[CH3:1][CH2:2][CH2:3][CH2:4][Li:5].[CH3:43][C:44](=[O:45])[O:46][C:47]([CH3:48])=[O:49].[O:6]1[CH2:7][O:8][c:9]2[c:10]1[cH:11][cH:12][c:13]([CH2:15][N:16]([CH2:17][c:18]1[c:19](-[c:27]3[cH:28][cH:29][cH:30][cH:31][cH:32]3)[n:20][cH:21][n:22]1[CH2:23][CH2:24][CH2:25][CH3:26])[CH2:33][c:34]1[cH:35][c:36]3[c:37]([cH:41][cH:42]1)[O:38][CH2:39][O:40]3)[cH:14]2>>[O:6]1[CH2:7][O:8][c:9]2[c:10]1[cH:11][cH:12][c:13]([CH2:15][N:16]([CH2:17][c:18]1[c:19](-[c:27]3[cH:28][cH:29][cH:30][cH:31][cH:32]3)[n:20][c:21]([C:44]([CH3:43])=[O:45])[n:22]1[CH2:23][CH2:24][CH2:25][CH3:26])[CH2:33][c:34]1[cH:35][c:36]3[c:37]([cH:41][cH:42]1)[O:38][CH2:39][O:40]3)[cH:14]2. Starting materials: C([O-])(O)=O.[Na+] (sodium bicarbonate), CC(C)(C)[S@@](=O)N ((R)-(+)-2-methyl-2-propanesulfinamide), FC1=C(COC=2C=CC(=NC2)C#N)C=CC=C1 (5-(2-fluorobenzyloxy)picolinonitrile), CC(C)C[AlH]CC(C)C (DIBAL-H), Cl (hydrochloric acid). The reagents and catalysts are S(=O)(=O)([O-])[O-].[Cu+2] (Copper(II) sulfate). Run in CO (methanol), ClCCl (dichloromethane). Conditions: temperature -78 celsius, time 4 hour. Product: FC1=C(COC=2C=CC(=NC2)\C=N\[S@](=O)C(C)(C)C)C=CC=C1 ((R,E)-N-((5-(2-fluorobenzyloxy)pyridin-2-yl)methylene)-2-methylpropane-2-sulfinamide). Yield: 35.9%. Reaction SMILES: [F:1][C:2]1[CH:17]=[CH:16][CH:15]=[CH:14][C:3]=1[CH2:4][O:5][C:6]1[CH:7]=[CH:8][C:9]([C:12]#[N:13])=[N:10][CH:11]=1.CC(C[AlH]CC(C)C)C.Cl.C(=O)(O)[O-].[Na+].[CH3:33][C:34]([S@:37](N)=[O:38])([CH3:36])[CH3:35]>ClCCl.S([O-])([O-])(=O)=O.[Cu+2].CO>[F:1][C:2]1[CH:17]=[CH:16][CH:15]=[CH:14][C:3]=1[CH2:4][O:5][C:6]1[CH:7]=[CH:8][C:9](/[CH:12]=[N:13]/[S@@:37]([C:34]([CH3:36])([CH3:35])[CH3:33])=[O:38])=[N:10][CH:11]=1 |f:3.4,7.8|. Reported procedure: To a solution of Reactant 5-(2-fluorobenzyloxy)picolinonitrile (690 mg, 3.0 mmol) in dichloromethane (20 mL) was added DIBAL-H (3.7 mL, 3.6 mmol, 0.99 M) at −78° C. After being stirred at −78° C. for 4 hours, methanol (2 mL) was added to the mixture. 1N hydrochloric acid (0.5 mL) was added to the mixture at room temperature. The mixture was stirred at room temperature for 1 hour. Sat. sodium bicarbonate aqueous solution was added to the mixture until the pH was neutrized. The organic layer was e... Reactants: C(=O)=O (CO2), stainless steel, C(=O)([O-])[O-].[Cs+].[Cs+] (Cs2CO3), CO (methanol), CO (methanol). The reagents and catalysts are [Cr](=O)([O-])[O-].[Cu+2] (copper chromite). Solvent: O (H2O). Yields the product C(=O)=O (CO2), C(=O)OC (methyl formate), COC (dimethyl ether). Isolated yield 0.1%. As a reaction SMILES: [C:1](=[O:3])=[O:2].[C:4]([O-:7])([O-])=[O:5].[Cs+].[Cs+].[CH3:10][OH:11]>[Cr]([O-])([O-])=O.[Cu+2].O>[C:1](=[O:3])=[O:2].[CH:10]([O:5][CH3:4])=[O:11].[CH3:1][O:7][CH3:4] |f:1.2.3,5.6|. Procedure details: Synthesis gas having an inlet composition of 66.6% H2, 33.3% CO and 0.1% CO2 was fed to a 300 cc stainless steel autoclave charged with 3 gm of unactivated copper chromite (containing 31.1% copper and 29% chromium) impregnated with 1% Cs2CO3 and 150 cc methanol and then reduced in situ using a stream of pure H2 flowing at 25 cc/min. for 16 hours at 170° C. The catalyst was added as powder. The reactor was pressurized to 910 psig and the temperature was adjusted to 150° C., using a temperature co... Starting materials: crude product, C(C)(C)(C)OC(NC1=C(C=C(C=C1)Cl)N)=O ((2-amino-4-chloro-phenyl)-carbamic acid tert-butyl ester), C(C)(C)(C)OC(CC(C1=CC(=CC=C1)C1=NC=CC=N1)=O)=O (3-oxo-3-(3-pyrimidin-2-yl-phenyl)-propionic acid tert-butyl ester). Product: ClC=1C=CC2=C(NC(CC(=N2)C2=CC(=CC=C2)C2=NC=CC=N2)=O)C1 (8-Chloro-4-(3-pyrimidin-2-yl-phenyl)-1,3-dihydro-benzo[b][1,4]diazepin-2-one), solid. Reaction SMILES: C(OC(=O)[NH:7][C:8]1[CH:13]=[CH:12][C:11]([Cl:14])=[CH:10][C:9]=1[NH2:15])(C)(C)C.C(O[C:22](=[O:38])[CH2:23][C:24](=O)[C:25]1[CH:30]=[CH:29][CH:28]=[C:27]([C:31]2[N:36]=[CH:35][CH:34]=[CH:33][N:32]=2)[CH:26]=1)(C)(C)C>>[Cl:14][C:11]1[CH:12]=[CH:13][C:8]2[N:7]=[C:24]([C:25]3[CH:30]=[CH:29][CH:28]=[C:27]([C:31]4[N:32]=[CH:33][CH:34]=[CH:35][N:36]=4)[CH:26]=3)[CH2:23][C:22](=[O:38])[NH:15][C:9]=2[CH:10]=1. Reported procedure: The title compound was prepared from (2-amino-4-chloro-phenyl)-carbamic acid tert-butyl ester (Example J4) (121 mg, 0.5 mmol) and 3-oxo-3-(3-pyrimidin-2-yl-phenyl)-propionic acid tert-butyl ester (Example K44) (164 mg, 0.55 mmol) according to the general procedure M and subsequent treatment of the crude product according to the general procedure N. Obtained as a light yellow solid (102 mg). Starting materials: COC(=O)CBr, O=C([O-])[O-], CC#N, [Cs+], [Cs+], N#Cc1ccc(NCC(F)(F)F)cc1C#N. Yields the product COC(=O)CN(CC(F)(F)F)c1ccc(C#N)c(C#N)c1. RXN SMILES: [Br:23][CH2:24][C:25](=[O:26])[O:27][CH3:28].[C:17](=[O:18])([O-:19])[O-:20].[CH3:29][C:30]#[N:31].[Cs+:21].[Cs+:22].[F:1][C:2]([CH2:3][NH:4][c:5]1[cH:6][c:7]([C:13]#[N:14])[c:8]([C:11]#[N:12])[cH:9][cH:10]1)([F:15])[F:16]>>[F:1][C:2]([CH2:3][N:4]([c:5]1[cH:6][c:7]([C:13]#[N:14])[c:8]([C:11]#[N:12])[cH:9][cH:10]1)[CH2:24][C:25](=[O:26])[O:27][CH3:28])([F:15])[F:16].